This data is from the Open Reaction Database (ORD), a public repository of structured organic reaction records. The task is: describe an organic reaction: reactants, conditions, products, and yield The reactants are [BH3-]C#N.[Na+] (NaCNBH3), [BH3-]C#N.[Na+] (NaCNBH3), ice, ClC1=C2C=C(NC2=CC=C1C#N)C(F)F (4-chloro-2-(difluoromethyl)-1H-indole-5-carbonitrile), C(=O)(C(F)(F)F)O (TFA). Run at time 10 minute. Product: ClC1=C2CC(N(C2=CC=C1C#N)CC(F)(F)F)C(F)F (4-chloro-2-(difluoromethyl)-1-(2,2,2-trifluoroethyl)-2,3-dihydro-1H-indole-5-carbonitrile), ClC1=C2CC(NC2=CC=C1C#N)C(F)F (4-chloro-2-(difluoromethyl)-2,3-dihydro-1H-indole-5-carbonitrile). Yield: 40.0%. Reaction SMILES: [Cl:1][C:2]1[C:10]([C:11]#[N:12])=[CH:9][CH:8]=[C:7]2[C:3]=1[CH:4]=[C:5]([CH:13]([F:15])[F:14])[NH:6]2.[BH3-]C#N.[Na+].[C:20](O)([C:22]([F:25])([F:24])[F:23])=O>>[Cl:1][C:2]1[C:10]([C:11]#[N:12])=[CH:9][CH:8]=[C:7]2[C:3]=1[CH2:4][CH:5]([CH:13]([F:14])[F:15])[N:6]2[CH2:20][C:22]([F:25])([F:24])[F:23].[Cl:1][C:2]1[C:10]([C:11]#[N:12])=[CH:9][CH:8]=[C:7]2[C:3]=1[CH2:4][CH:5]([CH:13]([F:14])[F:15])[NH:6]2 |f:1.2|. Procedure: To an ice-cold suspension of 4-chloro-2-(difluoromethyl)-1H-indole-5-carbonitrile (0.010 g, 0.044 mmol) in TFA (1 mL) was added NaCNBH3 (0.028 g, 0.44 mmol) in portions. After 10 min, the cold bath was removed and the mixture stirred at rt. After 1.5 h, additional NaCNBH3 (0.014 g, 0.22 mmol) was added and the mixture was stirred at rt another 20 min. The mixture was concentrated to dryness in in vacuo at 45° C. The residue was partitioned between EtOAc and 0.2N NaOH. The organic phase was washe... Starting materials: ClCC=1N=C(OC1C)C1=C(C=CC=C1)C (4-chloromethyl-5-methyl-2-o-tolyl-oxazole), C([O-])([O-])=O.[Cs+].[Cs+] (cesium carbonate), [I-].[K+] (potassium iodide), C(C)OC(/C(=C/C1=C(C=C(C=C1)O)C)/OCC)=O ((Z)-2-ethoxy-3-(4-hydroxy-2-methyl-phenyl)-acrylic acid ethyl ester). Product: C(C)OC(/C(=C/C1=C(C=C(C=C1)OCC=1N=C(OC1C)C1=C(C=CC=C1)C)C)/OCC)=O ((Z)-2-ethoxy-3-[2-methyl-4-(5-methyl-2-o-tolyl-oxazol-4-ylmethoxy)-phenyl]-acrylic acid ethyl ester). RXN SMILES: [CH2:1]([O:3][C:4](=[O:18])/[C:5](/[O:15][CH2:16][CH3:17])=[CH:6]/[C:7]1[CH:12]=[CH:11][C:10]([OH:13])=[CH:9][C:8]=1[CH3:14])[CH3:2].Cl[CH2:20][C:21]1[N:22]=[C:23]([C:27]2[CH:32]=[CH:31][CH:30]=[CH:29][C:28]=2[CH3:33])[O:24][C:25]=1[CH3:26].C(=O)([O-])[O-].[Cs+].[Cs+].[I-].[K+]>>[CH2:1]([O:3][C:4](=[O:18])/[C:5](/[O:15][CH2:16][CH3:17])=[CH:6]/[C:7]1[CH:12]=[CH:11][C:10]([O:13][CH2:20][C:21]2[N:22]=[C:23]([C:27]3[CH:32]=[CH:31][CH:30]=[CH:29][C:28]=3[CH3:33])[O:24][C:25]=2[CH3:26])=[CH:9][C:8]=1[CH3:14])[CH3:2] |f:2.3.4,5.6|. Procedure: In analogy to the procedure described in example 1 f], (Z)-2-ethoxy-3-(4-hydroxy-2-methyl-phenyl)-acrylic acid ethyl ester was reacted with 4-chloromethyl-5-methyl-2-o-tolyl-oxazole (example 1 f]) in the presence of cesium carbonate and potassium iodide to yield (Z)-2-ethoxy-3-[2-methyl-4-(5-methyl-2-o-tolyl-oxazol-4-ylmethoxy)-phenyl]-acrylic acid ethyl ester as colorless crystals. Yields the product COC=1C=CC2=C(C(C=3OC=4C=NC=CC4C3C2)(C)C)C1 (8-Methoxy-10,10-dimethyl-5,10-dihydro-11-oxa-2-aza-benzo[b]fluorene). Reported procedure: Mixture of 3-(3-hydroxy-pyridin-4-yl)-7-methoxy-1,1-dimethyl-3,4-dihydro-1H-naphthalen-2-one (Compound GT15-9, 270 mg) and methanesulfonic acid (1 ml) was stirred and heated at 110° C. for 0.5 hrs. After cooling, the reaction mixture was neutralized with 2 N aqueous solution of sodium hydroxide. The resulting mixture was extracted with the mixture of DCM and MeOH (DCM:MeOH=9:1). The organic layer was concentrated under reduced pressure, and the resulting residues were purified by silica gel colu... Conditions: temperature 110 celsius. Reactants: [OH-].[Na+] (sodium hydroxide), OC=1C=NC=CC1C1C(C(C2=CC(=CC=C2C1)OC)(C)C)=O (3-(3-hydroxy-pyridin-4-yl)-7-methoxy-1,1-dimethyl-3,4-dihydro-1H-naphthalen-2-one), CS(=O)(=O)O (methanesulfonic acid), aqueous solution. Reaction SMILES: O[C:2]1[CH:3]=[N:4][CH:5]=[CH:6][C:7]=1[CH:8]1[CH2:17][C:16]2[C:11](=[CH:12][C:13]([O:18][CH3:19])=[CH:14][CH:15]=2)[C:10]([CH3:21])([CH3:20])[C:9]1=[O:22].CS(O)(=O)=O.[OH-].[Na+]>>[CH3:19][O:18][C:13]1[CH:14]=[CH:15][C:16]2[CH2:17][C:8]3[C:7]4[CH:2]=[CH:3][N:4]=[CH:5][C:6]=4[O:22][C:9]=3[C:10]([CH3:20])([CH3:21])[C:11]=2[CH:12]=1 |f:2.3|. Isolated yield 43.4%. Reactants: ClC=1C=C(C=CC1)CCCCC#CO (6-(3-chlorophenyl)hexyn-1-ol), C1(=CC=CC=C1)P(C1=CC=CC=C1)C1=CC=CC=C1 (triphenylphosphine), C1(C=2C(C(N1)=O)=CC=CC2)=O (phthalimide), CCOC(=O)/N=N/C(=O)OCC (DEAD). The solvent is C1CCOC1 (THF), C1CCOC1 (THF). Conditions: time 16 hour. The product is C1(C=2C(C(N1C#CCCCCC1=CC(=CC=C1)Cl)=O)=CC=CC2)=O (1-(Phthalimido)-6-(3-chlorophenyl)hex-1-yne). Isolated yield 88.8%. Reaction SMILES: [Cl:1][C:2]1[CH:3]=[C:4]([CH2:8][CH2:9][CH2:10][CH2:11][C:12]#[C:13]O)[CH:5]=[CH:6][CH:7]=1.C1(P(C2C=CC=CC=2)C2C=CC=CC=2)C=CC=CC=1.[C:34]1(=[O:44])[NH:38][C:37](=[O:39])[C:36]2=[CH:40][CH:41]=[CH:42][CH:43]=[C:35]12.CCOC(/N=N/C(OCC)=O)=O>C1COCC1>[C:34]1(=[O:44])[N:38]([C:13]#[C:12][CH2:11][CH2:10][CH2:9][CH2:8][C:4]2[CH:5]=[CH:6][CH:7]=[C:2]([Cl:1])[CH:3]=2)[C:37](=[O:39])[C:36]2=[CH:40][CH:41]=[CH:42][CH:43]=[C:35]12. Procedure: A solution of 6-(3-chlorophenyl)hexyn-1-ol (11.5 g, 55 mmol), triphenylphosphine (14.5 g, 55 mol) and phthalimide (8.1 g, 55 mol) in dry THF (110 ml) was treated with a solution of DEAD (9.6 g, 55 mmol) in THF (20 ml) over several minutes. After 16 h, volatiles were removed in vacuo and the residue treated with ether. The precipitated solid was removed, the filtrate evaporated and the residue purified by flash chromatography on silica using dichloromethane as eluant. Evaporation of the appropria... Reactants: CCCCc1nc2ccc(C=CC(=O)OCC)cc2c(=O)n1Cc1ccc(-c2ccccc2-c2nnnn2C(c2ccccc2)(c2ccccc2)c2ccccc2)cc1, Cc1ccccc1, [O-][N+]1=CCCC1. Product: CCCCc1nc2ccc(C3ON4CCCC4C3C(=O)OCC)cc2c(=O)n1Cc1ccc(-c2ccccc2-c2nnnn2C(c2ccccc2)(c2ccccc2)c2ccccc2)cc1. Reaction SMILES: [CH2:1]([CH2:2][CH2:3][CH3:4])[c:5]1[n:6][c:7]2[cH:8][cH:9][c:10]([CH:53]=[CH:54][C:55](=[O:56])[O:57][CH2:58][CH3:59])[cH:11][c:12]2[c:13](=[O:52])[n:14]1[CH2:15][c:16]1[cH:17][cH:18][c:19](-[c:22]2[c:23](-[c:28]3[n:29][n:30][n:31][n:32]3[C:33]([c:34]3[cH:35][cH:36][cH:37][cH:38][cH:39]3)([c:40]3[cH:41][cH:42][cH:43][cH:44][cH:45]3)[c:46]3[cH:47][cH:48][cH:49][cH:50][cH:51]3)[cH:24][cH:25][cH:26][cH:27]2)[cH:20][cH:21]1.[CH3:66][c:67]1[cH:68][cH:69][cH:70][cH:71][cH:72]1.[N+:60]1([O-:65])=[CH:64][CH2:63][CH2:62][CH2:61]1>>[CH2:1]([CH2:2][CH2:3][CH3:4])[c:5]1[n:6][c:7]2[cH:8][cH:9][c:10]([CH:53]3[CH:54]([C:55](=[O:56])[O:57][CH2:58][CH3:59])[CH:64]4[N:60]([CH2:61][CH2:62][CH2:63]4)[O:65]3)[cH:11][c:12]2[c:13](=[O:52])[n:14]1[CH2:15][c:16]1[cH:17][cH:18][c:19](-[c:22]2[c:23](-[c:28]3[n:29][n:30][n:31][n:32]3[C:33]([c:34]3[cH:35][cH:36][cH:37][cH:38][cH:39]3)([c:40]3[cH:41][cH:42][cH:43][cH:44][cH:45]3)[c:46]3[cH:47][cH:48][cH:49][cH:50][cH:51]3)[cH:24][cH:25][cH:26][cH:27]2)[cH:20][cH:21]1. The solvent is CCOCC (ether). Procedure: To a mixture of 2.3 g (0.007 mol) of (--)-3-phenoxy-N-methylmorphinan, 150 ml of benzene and 0.35 g of potassium carbonate was added dropwise, 3.3 g of 2,2,2-trichloroethyl chloroformate. The reaction mixture was stirred at reflux for 6 days. The mixture was diluted with ether and extracted with 4 N hydrochloride acid. The organic phase was washed with dilute ammonium hydroxide, water, and dried. Removal of solvent gave 3.4 g (99%) of the product (--)-3-phenoxy-N-trichlorocarbethoxymorphinan. Fo... Product: O(C1=CC=CC=C1)C=1C=CC=2C[C@@H]3[C@@H]4CCCC[C@@]4(C2C1)CCN3C(=O)OCC(Cl)(Cl)Cl ((--)-3-Phenoxy-N-trichlorocarbethoxymorphinan). RXN SMILES: [O:1]([C:8]1[CH:9]=[CH:10][C:11]2[CH2:12][C@H:13]3[N:24](C)[CH2:23][CH2:22][C@@:19]4([C:20]=2[CH:21]=1)[C@H:14]3[CH2:15][CH2:16][CH2:17][CH2:18]4)[C:2]1[CH:7]=[CH:6][CH:5]=[CH:4][CH:3]=1.C1C=CC=CC=1.C(=O)([O-])[O-].[K+].[K+].Cl[C:39]([O:41][CH2:42][C:43]([Cl:46])([Cl:45])[Cl:44])=[O:40]>CCOCC>[O:1]([C:8]1[CH:9]=[CH:10][C:11]2[CH2:12][C@H:13]3[N:24]([C:39]([O:41][CH2:42][C:43]([Cl:46])([Cl:45])[Cl:44])=[O:40])[CH2:23][CH2:22][C@@:19]4([C:20]=2[CH:21]=1)[C@H:14]3[CH2:15][CH2:16][CH2:17][CH2:18]4)[C:2]1[CH:7]=[CH:6][CH:5]=[CH:4][CH:3]=1 |f:2.3.4|. Isolated yield 98.2%. Reactants: O(C1=CC=CC=C1)C=1C=CC=2C[C@@H]3[C@@H]4CCCC[C@@]4(C2C1)CCN3C ((--)-3-phenoxy-N-methylmorphinan), C1=CC=CC=C1 (benzene), C([O-])([O-])=O.[K+].[K+] (potassium carbonate), ClC(=O)OCC(Cl)(Cl)Cl (2,2,2-trichloroethyl chloroformate).